From a dataset of the Open Reaction Database (ORD), a public repository of structured organic reaction records. describe an organic reaction: reactants, conditions, products, and yield Starting materials: COC1=CC=C(C=C1)C1=NC2=CC=CC=C2C(=C1)C(=O)O (2-(4-methoxyphenyl)-quinoline-4-carboxylic acid), S(=O)(Cl)Cl (thionyl chloride), C(C)NCC (diethylamine). Yields the product C(C)N(C(=O)C1=CC(=NC2=CC=CC=C12)C1=CC=C(C=C1)OC)CC (N,N-diethyl-2-(4-methoxyphenyl)-quinoline-4-carboxamide). RXN SMILES: [CH3:1][O:2][C:3]1[CH:8]=[CH:7][C:6]([C:9]2[CH:18]=[C:17]([C:19](O)=[O:20])[C:16]3[C:11](=[CH:12][CH:13]=[CH:14][CH:15]=3)[N:10]=2)=[CH:5][CH:4]=1.S(Cl)(Cl)=O.[CH2:26]([NH:28][CH2:29][CH3:30])[CH3:27]>>[CH2:26]([N:28]([CH2:29][CH3:30])[C:19]([C:17]1[C:16]2[C:11](=[CH:12][CH:13]=[CH:14][CH:15]=2)[N:10]=[C:9]([C:6]2[CH:7]=[CH:8][C:3]([O:2][CH3:1])=[CH:4][CH:5]=2)[CH:18]=1)=[O:20])[CH3:27]. Procedure: The procedure of Example 3 is followed using 2-(4-methoxyphenyl)-quinoline-4-carboxylic acid (5 g), thionyl chloride (15 ml) and diethylamine (18.4 ml) as the starting materials. Starting materials: O=C(CC#N)C1=CSC=C1 (3-oxo-3-(thiophen-3-yl)propanenitrile), [H-].[H-].[H-].[H-].[Li+].[Al+3] (LAH), [OH-].[Na+] (sodium hydroxide). Run in C1CCOC1 (THF), C1CCOC1 (THF). Run at temperature 25 celsius. Product: NCCC(O)C1=CSC=C1 (3-amino-1-thiophen-3-yl-propan-1-ol). RXN SMILES: [H-].[H-].[H-].[H-].[Li+].[Al+3].[O:7]=[C:8]([C:12]1[CH:16]=[CH:15][S:14][CH:13]=1)[CH2:9][C:10]#[N:11].[OH-].[Na+]>C1COCC1>[NH2:11][CH2:10][CH2:9][CH:8]([C:12]1[CH:16]=[CH:15][S:14][CH:13]=1)[OH:7] |f:0.1.2.3.4.5,7.8|. Reported procedure: To a stirred suspension of LAH (1.45 g, 38.1 mmol) in dry THF (120 mL) was added a solution of 3-oxo-3-(thiophen-3-yl)propanenitrile (4.8 g, 31.8 mmol) in dry THF (40 mL) dropwise at 0° C. under nitrogen atmosphere. The mixture was warmed to 25° C. and then heated at 65° C. for 6 hours. After cooling to 0° C., a saturated solution of sodium hydroxide (2 mL) was added dropwise and the mixture was filtered. The filtrate was concentrated to dryness to give crude 3-amino-1-thiophen-3-yl-propan-1-ol ... Procedure: To a mixture of 2-benzyl-4,5-dichloropyridazin-3(2H)-one (30.6 g, 120 mmol), prepared as described in Example 244A, 4-chlorophenyl boronic acid (20.6 g, 132 mmol) and tetrakis(triphenylphosphine)palladium (5 g, 4.3 mmol) in toluene (300 mL) under an atmosphere of argon, and was added an aqueous Na2CO3 solution (2M, 66 mL, 132 mmol). The reaction mixture was stirred at 100° C. under argon for 16 h. The reaction was then allowed to cool to RT and was subsequently poured into water (200 mL). The re... Solvent: C1(=CC=CC=C1)C (toluene). Run at temperature 100 celsius, time 16 hour. The reactants are C(C1=CC=CC=C1)N1N=CC(=C(C1=O)Cl)Cl (2-benzyl-4,5-dichloropyridazin-3(2H)-one), O (water), ClC1=CC=C(C=C1)B(O)O (4-chlorophenyl boronic acid), C(=O)([O-])[O-].[Na+].[Na+] (Na2CO3). As a reaction SMILES: [CH2:1]([N:8]1[C:13](=[O:14])[C:12](Cl)=[C:11]([Cl:16])[CH:10]=[N:9]1)[C:2]1[CH:7]=[CH:6][CH:5]=[CH:4][CH:3]=1.[Cl:17][C:18]1[CH:23]=[CH:22][C:21](B(O)O)=[CH:20][CH:19]=1.C([O-])([O-])=O.[Na+].[Na+].O>C1(C)C=CC=CC=1.C1C=CC([P]([Pd]([P](C2C=CC=CC=2)(C2C=CC=CC=2)C2C=CC=CC=2)([P](C2C=CC=CC=2)(C2C=CC=CC=2)C2C=CC=CC=2)[P](C2C=CC=CC=2)(C2C=CC=CC=2)C2C=CC=CC=2)(C2C=CC=CC=2)C2C=CC=CC=2)=CC=1>[CH2:1]([N:8]1[C:13](=[O:14])[C:12]([C:21]2[CH:22]=[CH:23][C:18]([Cl:17])=[CH:19][CH:20]=2)=[C:11]([Cl:16])[CH:10]=[N:9]1)[C:2]1[CH:7]=[CH:6][CH:5]=[CH:4][CH:3]=1 |f:2.3.4,^1:44,46,65,84|. The yield is 30.2%. Reagents/catalysts: C=1C=CC(=CC1)[P](C=2C=CC=CC2)(C=3C=CC=CC3)[Pd]([P](C=4C=CC=CC4)(C=5C=CC=CC5)C=6C=CC=CC6)([P](C=7C=CC=CC7)(C=8C=CC=CC8)C=9C=CC=CC9)[P](C=1C=CC=CC1)(C=1C=CC=CC1)C=1C=CC=CC1 (tetrakis(triphenylphosphine)palladium). Yields the product C(C1=CC=CC=C1)N1N=CC(=C(C1=O)C1=CC=C(C=C1)Cl)Cl (2-benzyl-5-chloro-4-(4-chlorophenyl)pyridazin-3(2H)-one). Reactants: CC(C)(C)OC(=O)N1CCC(c2nc(C(F)(F)F)c[nH]2)CC1, [NH4+], [OH-]. The product is CC(C)(C)OC(=O)N1CCC(c2nc(C#N)c[nH]2)CC1. RXN SMILES: [F:1][C:2]([c:3]1[n:4][c:5]([CH:8]2[CH2:9][CH2:10][N:11]([C:14](=[O:15])[O:16][C:17]([CH3:18])([CH3:19])[CH3:20])[CH2:12][CH2:13]2)[nH:6][cH:7]1)([F:21])[F:22].[NH4+:23].[OH-:24]>>[C:2]([c:3]1[n:4][c:5]([CH:8]2[CH2:9][CH2:10][N:11]([C:14](=[O:15])[O:16][C:17]([CH3:18])([CH3:19])[CH3:20])[CH2:12][CH2:13]2)[nH:6][cH:7]1)#[N:23]. The reactants are [Mg] (magnesium), (1967)]in, C(C)(=O)O (acetic acid), BrCCCCCCCCCCCO[Si](C)(C)C(C)(C)C (11-bromoundecyl-tert-butyldimethylsilyl ether), C[C@@]12C(CC[C@H]1[C@@H]1C=CC3=CC(CC[C@@H]3[C@H]1CC2)=O)=O (4,6-estradiene-3,17-dione). The reagents and catalysts are [Cu]I (copper(I) iodide). Run in O1CCCC1 (tetrahydrofuran), O1CCCC1 (tetrahydrofuran), O1CCCC1 (tetrahydrofuran). Conditions: time 1 hour. Yields the product C[Si](OCCCCCCCCCCC[C@H]1[C@H]2[C@@H]3CCC([C@@]3(C)CC[C@@H]2[C@H]2CCC(C=C2C1)=O)=O)(C(C)(C)C)C (7α-[11-(dimethyl-tert-butyl-silyloxy)undecyl]-4-estrene-3,17-dione). The yield is 172.0%. RXN SMILES: [Mg].Br[CH2:3][CH2:4][CH2:5][CH2:6][CH2:7][CH2:8][CH2:9][CH2:10][CH2:11][CH2:12][CH2:13][O:14][Si:15]([C:18]([CH3:21])([CH3:20])[CH3:19])([CH3:17])[CH3:16].[CH3:22][C@:23]12[CH2:39][CH2:38][C@H:37]3[C@@H:28]([CH:29]=[CH:30][C:31]4[C@@H:36]3[CH2:35][CH2:34][C:33](=[O:40])[CH:32]=4)[C@@H:27]1[CH2:26][CH2:25][C:24]2=[O:41].C(O)(=O)C>O1CCCC1.[Cu]I>[CH3:16][Si:15]([CH3:17])([C:18]([CH3:21])([CH3:20])[CH3:19])[O:14][CH2:13][CH2:12][CH2:11][CH2:10][CH2:9][CH2:8][CH2:7][CH2:6][CH2:5][CH2:4][CH2:3][C@@H:29]1[CH2:30][C:31]2[C@H:36]([CH2:35][CH2:34][C:33](=[O:40])[CH:32]=2)[C@@H:37]2[C@@H:28]1[C@H:27]1[C@@:23]([CH2:39][CH2:38]2)([CH3:22])[C:24](=[O:41])[CH2:25][CH2:26]1. Procedure: 7.4 g of magnesium filings is placed into 31 ml of tetrahydrofuran and combined within 1.5 hours with a solution of 113 g of 11-bromoundecyl-tert-butyldimethylsilyl ether in 310 ml of tetrahydrofuran. After one hour at a bath temperature of 100°, the mixture is diluted with 157 ml of tetrahydrofuran, cooled to -30°, mixed with 29.5 g of copper(I) iodide, stirred for 0.2 hour at -30°, a solution of 25 g of 4,6-estradiene-3,17-dione [Kalvoda, J., and Anner, G., Helv. Chim. Acta 50 : 269 (1967)]in ... Reactants: NC1=CC=CC=C1 (Aniline), CC(=CC(=O)Cl)C (3-methylbut-2-enoyl chloride). Run in C(Cl)(Cl)Cl (chloroform). Conditions: temperature 80 celsius. Yields the product CC1(CC(NC2=CC=CC=C12)=O)C (4,4-Dimethyl-3,4-dihydro-1H-quinolin-2-one). RXN SMILES: [NH2:1][C:2]1[CH:7]=[CH:6][CH:5]=[CH:4][CH:3]=1.[CH3:8][C:9]([CH3:14])=[CH:10][C:11](Cl)=[O:12]>C(Cl)(Cl)Cl>[CH3:8][C:9]1([CH3:14])[C:7]2[C:2](=[CH:3][CH:4]=[CH:5][CH:6]=2)[NH:1][C:11](=[O:12])[CH2:10]1. Procedure details: Aniline (7.26 g, 45.2 mmol) and 3-methylbut-2-enoyl chloride (53.2 g, 45.2 mmol) were heated in chloroform at reflux for 2 h. After cooling, the mixture was filtered. The filtrate was concentrated to dryness and dried under vacuum. The crude 3-methyl-but-2-enoic acid phenylamide (ca. 10 g) was dissolved in toluene (50 mL). This toluene solution was added to the stirred AlCl3 powder (27 g) portion-wise. After addition, the resulting dark brown solution was heated at 80° C. for 2.5 h. The warm slu... Reactants: CO[C@H]1[C@@H](C[C@@H]2CN3CCC4=C([C@H]3C[C@@H]2[C@@H]1C(=O)OC)NC5=C4C=CC(=C5)OC)OC(=O)C6=CC(=C(C(=C6)OC)OC)OC (Hypersil), ClC=1C=C(C=CC1OC1=CC=CC=C1)B1OC(C(O1)(C)C)(C)C (2-(3-chloro-4-phenoxyphenyl)-4,4,5,5-tetramethyl-1,3,2-dioxaborolane), ClC=1C2=C(N=CN1)N(C=C2I)[C@@H]2CC[C@H](CC2)N2CCN(CC2)C (trans-4-chloro-5-iodo-7-[4-(4-methylpiperazino)cyclohexyl]-7H-pyrrolo[2,3-d]pyrimidine), NC=1C2=C(N=CN1)N(C=C2C=2C=CC(=C(C#N)C2)OC2=CC=CC=C2)[C@@H]2CC[C@H](CC2)N2CCN(CC2)C (trans-5-{4-amino-7-[4-(4-methylpiperazino)cyclohexyl]-7H-pyrrolo[2,3-d]pyrimidin-5-yl}-2-phenoxybenzonitrile). The solvent is C(C)#N (acetonitrile). Product: ClC=1C=C(C=CC1OC1=CC=CC=C1)C1=CN(C=2N=CN=C(C21)N)[C@@H]2CC[C@H](CC2)N2CCN(CC2)C (trans-5-(3-Chloro-4-phenoxyphenyl)-7-[4-(4-methylpiperazino)cyclohexyl]-7H-pyrrolo[2,3-d]pyrimidin-4-amine). As a reaction SMILES: [Cl:1][C:2]1[CH:3]=[C:4](B2OC(C)(C)C(C)(C)O2)[CH:5]=[CH:6][C:7]=1[O:8][C:9]1[CH:14]=[CH:13][CH:12]=[CH:11][CH:10]=1.ClC1C2C(I)=CN([C@H]3CC[C@H](N4CCN(C)CC4)CC3)C=2N=CN=1.[NH2:48][C:49]1[C:50]2[C:57](C3C=CC(OC4C=CC=CC=4)=C(C=3)C#N)=[CH:56][N:55]([C@H:73]3[CH2:78][CH2:77][C@H:76]([N:79]4[CH2:84][CH2:83][N:82]([CH3:85])[CH2:81][CH2:80]4)[CH2:75][CH2:74]3)[C:51]=2[N:52]=[CH:53][N:54]=1.CO[C@@H]1[C@@H](C(OC)=O)[C@@H]2[C@@H](CN3[C@H](C2)C2NC4C=C(OC)C=CC=4C=2CC3)C[C@H]1OC(C1C=C(OC)C(OC)=C(OC)C=1)=O>C(#N)C>[Cl:1][C:2]1[CH:3]=[C:4]([C:57]2[C:50]3[C:49]([NH2:48])=[N:54][CH:53]=[N:52][C:51]=3[N:55]([C@H:73]3[CH2:78][CH2:77][C@H:76]([N:79]4[CH2:84][CH2:83][N:82]([CH3:85])[CH2:81][CH2:80]4)[CH2:75][CH2:74]3)[CH:56]=2)[CH:5]=[CH:6][C:7]=1[O:8][C:9]1[CH:10]=[CH:11][CH:12]=[CH:13][CH:14]=1. Procedure: The title compound was prepared from 2-(3-chloro-4-phenoxyphenyl)-4,4,5,5-tetramethyl-1,3,2-dioxaborolane and trans-4-chloro-5-iodo-7-[4-(4-methylpiperazino)cyclohexyl]-7H-pyrrolo[2,3-d]pyrimidine in a similar manner to that described for the preparation of trans-5-{4-amino-7-[4-(4-methylpiperazino)cyclohexyl]-7H-pyrrolo[2,3-d]pyrimidin-5-yl}-2-phenoxybenzonitrile: 1H NMR (DMSO-d6, 400 MHz) δ 8.14 (s, 1H), 7.79(s, 1H), 7.65 (s, 1H), 7.38(m, 3H), 7.16(t, 2H), 7.04 (d, 2H), 6.24(bs, 2H), 4.55(m, 1... The reactants are ice, P(Cl)(Cl)(Cl)(Cl)Cl (phosphorus pentachloride), N1=CC=CC=C1 (pyridine), C1(=CC=CC=C1)CC(=O)NC1[C@@H]2N(C(=C(CS2)C=C)C(=S)OCC2=CC=C(C=C2)[N+](=O)[O-])C1=O (p-nitrobenzyl 7-(2-phenylacetamido)-3-vinylthio-3-cephem-4-carboxylate), C(C)(C)OC(C)C (Diisopropyl ether). Solvent: O (Water), CO (methanol), C(Cl)Cl (methylene chloride). Run at time 2 hour. The product is NC1[C@@H]2N(C(=C(CS2)C=C)C(=S)OCC2=CC=C(C=C2)[N+](=O)[O-])C1=O (p-nitrobenzyl 7-amino-3-vinylthio-3-cephem-4-carboxylate). As a reaction SMILES: P(Cl)(Cl)(Cl)(Cl)Cl.N1C=CC=CC=1.C1(CC([NH:22][CH:23]2[C:45](=[O:46])[N:25]3[C:26]([C:32]([O:34][CH2:35][C:36]4[CH:41]=[CH:40][C:39]([N+:42]([O-:44])=[O:43])=[CH:38][CH:37]=4)=[S:33])=[C:27]([CH:30]=[CH2:31])[CH2:28][S:29][C@H:24]23)=O)C=CC=CC=1.C(OC(C)C)(C)C>C(Cl)Cl.O.CO>[NH2:22][CH:23]1[C:45](=[O:46])[N:25]2[C:26]([C:32]([O:34][CH2:35][C:36]3[CH:41]=[CH:40][C:39]([N+:42]([O-:44])=[O:43])=[CH:38][CH:37]=3)=[S:33])=[C:27]([CH:30]=[CH2:31])[CH2:28][S:29][C@H:24]12. Procedure details: To a suspension of phosphorus pentachloride (366 mg) in methylene chloride (6ml) was added pyridine (0.142 ml) at -30° C. After the mixture was stirred for 30 minutes at the same temperature, p-nitrobenzyl 7-(2-phenylacetamido)-3-vinylthio-3-cephem-4-carboxylate (300 mg) was added thereto at -30° C. The mixture was stirred for 1 hour under the ice-cooling to the mixture was added methanol (0.38 ml) at -30° C., and the mixture was stirred for 2 hours at -15 ~-20° C. Water (0.4 ml) was added there... Starting materials: C(C)[Mg]Br (Ethyl magnesium bromide), B(F)(F)F.CCOCC (BF3.Et2O), O (water), CC[Mg+].[Br-] (EtMgBr), CC1=NC(=NC(=C1)C)C#N (4,6-dimethylpyrimidine-2-carbonitrile). The reagents and catalysts are CC(C)O[Ti](OC(C)C)(OC(C)C)OC(C)C (Ti(OiPr)4). The solvent is C1CCOC1 (THF), C1CCOC1 (THF). Run at time 15 minute. Product: CC1=NC(=NC(=C1)C)C1(CC1)N (1-(4,6-dimethylpyrimidin-2-yl)cyclopropanamine). Reaction SMILES: [CH3:1][C:2]1[CH:7]=[C:6]([CH3:8])[N:5]=[C:4]([C:9]#[N:10])[N:3]=1.[CH2:11]([Mg]Br)[CH3:12].B(F)(F)F.CCOCC.O>C1COCC1.CC(O[Ti](OC(C)C)(OC(C)C)OC(C)C)C>[CH3:1][C:2]1[CH:7]=[C:6]([CH3:8])[N:5]=[C:4]([C:9]2([NH2:10])[CH2:12][CH2:11]2)[N:3]=1 |f:2.3|. Procedure: To a stirred solution of 4,6-dimethylpyrimidine-2-carbonitrile (0.2 g, 1.5 mmol) in anhydrous THF was added Ti(OiPr)4 (0.43 ml, 1.8 mmol, 1.2 eq.). After stirring for 15 min., Ethyl magnesium bromide (3.8 ml, 3.8 mmol, 2.5 eq.) in THF was added dropwise to the mixture at −78° C. (during the addition of EtMgBr the reaction mixture turned black). The reaction mixture was then stirred for an hour at room temperature, and then BF3.Et2O (0.320 ml, 2.2 mmol, 1.5 eq.) was added slowly to the mixture at... Reactants: C#CCO, Clc1nsnc1-c1cccnc1, [H-], [Na+], C1CCOC1, O. Product: C#CCOc1nsnc1-c1cccnc1. RXN SMILES: [CH2:1]([C:2]#[CH:3])[OH:4].[Cl:7][c:8]1[c:9](-[c:13]2[cH:14][n:15][cH:16][cH:17][cH:18]2)[n:10][s:11][n:12]1.[H-:5].[Na+:6].[O:20]1[CH2:21][CH2:22][CH2:23][CH2:24]1.[OH2:19]>>[CH2:1]([C:2]#[CH:3])[O:4][c:8]1[c:9](-[c:13]2[cH:14][n:15][cH:16][cH:17][cH:18]2)[n:10][s:11][n:12]1.